From a dataset of the Open Reaction Database (ORD), a public repository of structured organic reaction records. describe an organic reaction: reactants, conditions, products, and yield Reactants: ice water, C1(=CC=CC=C1)O (phenol), ClC(C)(CC(CC)(C)Cl)C (2,4-dichloro-2,4-dimethylhexane), ClCCl (dichloromethane), [Cl-].[Al+3].[Cl-].[Cl-] (Aluminum chloride). The product is CC1(C=2C=CC(=CC2C(CC1)(C)C)O)C (5,6,7,8-tetrahydro-5,5,8,8-tetramethylnaphthalen-2-ol). Isolated yield 83.0%. Reaction SMILES: [C:1]1([OH:7])[CH:6]=[CH:5][CH:4]=[CH:3][CH:2]=1.Cl[C:9]([CH3:17])([CH2:11][C:12](Cl)(C)[CH2:13][CH3:14])[CH3:10].[Cl-].[Al+3].[Cl-].[Cl-].Cl[CH2:23]Cl>>[CH3:17][C:9]1([CH3:10])[CH2:11][CH2:12][C:13]([CH3:14])([CH3:23])[C:5]2[CH:6]=[C:1]([OH:7])[CH:2]=[CH:3][C:4]1=2 |f:2.3.4.5|. Procedure details: A 200 mL round-bottomed flask equipped with stir bar was charged with a solution of phenol (10.2 g, 108 mmol) and 2,4-dichloro-2,4-dimethylhexane (21.8 g, 119 mmol) in dichloromethane (50 mL) at 0° C. Aluminum chloride (1.44 g, 10.8 mmol) was added slowly to the solution until the spontaneous reflux had subsided and the solution became pale orange in color. After stirring 10-15 min at 0° C., the reaction was poured into ice water (30 mL) and the layers were separated. The aqueous layer was extra... Reactants: BrC=1C=C(/C=C/C(=O)OCC)C=CC1 (Trans ethyl 3-bromocinnamate), C[O-].[Na+] (sodium methylate), Cl (hydrochloric acid), C(C)N (ethylamine), 4A. Solvent: CO (methanol). Reaction conditions: temperature 45 celsius. Product: BrC=1C=C(C=CC(=O)NCC)C=CC1 (3-Bromo-N-ethylcinnamamide). As a reaction SMILES: [Br:1][C:2]1[CH:3]=[C:4]([CH:12]=[CH:13][CH:14]=1)/[CH:5]=[CH:6]/[C:7]([O:9]CC)=O.[CH2:15]([NH2:17])[CH3:16].C[O-].[Na+].Cl>CO>[Br:1][C:2]1[CH:3]=[C:4]([CH:12]=[CH:13][CH:14]=1)[CH:5]=[CH:6][C:7]([NH:17][CH2:15][CH3:16])=[O:9] |f:2.3|. Procedure details: Trans ethyl 3-bromocinnamate (8.4 g), ethylamine (6.7 g), methanol (18 ml) and 4A molecular sieves (1 g) were combined and heated at reflux for 1/2 hour. The mixture was cooled to about 45° C and sodium methylate (0.6 g) added. The mixture was then heated at reflux 11/2 hour and then cooled. It was acidified with concentrated hydrochloric acid (12 ml). The sieves were removed by filtration. Ice water was added to the filtrate to precipitate trans 3-bromo-N-ethylcinnamamide, m.p. 89°-90° C (after... The reactants are CCOC(=O)C (EtOAc), ice water, IC (iodomethane), ClC=1C=C(C=CC1)C1=CC(NC2=CC=C(C=C12)C(C1=CC(=CC=C1)I)=O)=O (4-(3-chlorophenyl)-6-(3-iodobenzoyl)-2(1H)-quinolinone). The reagents and catalysts are [Cl-].C(C1=CC=CC=C1)[N+](CC)(CC)CC (Benzyltriethylammonium chloride). The solvent is [OH-].[Na+] (sodium hydroxide), C1CCOC1 (THF). Reaction conditions: time 4 hour. Yields the product ClC=1C=C(C=CC1)C1=CC(N(C2=CC=C(C=C12)C(C1=CC(=CC=C1)I)=O)C)=O (4-(3-chlorophenyl)-6-(3-iodobenzoyl)-1-methyl-2(1H)-quinolinone). Isolated yield 45.0%. RXN SMILES: IC.[Cl:3][C:4]1[CH:5]=[C:6]([C:10]2[C:19]3[C:14](=[CH:15][CH:16]=[C:17]([C:20](=[O:28])[C:21]4[CH:26]=[CH:25][CH:24]=[C:23]([I:27])[CH:22]=4)[CH:18]=3)[NH:13][C:12](=[O:29])[CH:11]=2)[CH:7]=[CH:8][CH:9]=1.[CH3:30]COC(C)=O>[Cl-].C([N+](CC)(CC)CC)C1C=CC=CC=1.[OH-].[Na+].C1COCC1>[Cl:3][C:4]1[CH:5]=[C:6]([C:10]2[C:19]3[C:14](=[CH:15][CH:16]=[C:17]([C:20](=[O:28])[C:21]4[CH:26]=[CH:25][CH:24]=[C:23]([I:27])[CH:22]=4)[CH:18]=3)[N:13]([CH3:30])[C:12](=[O:29])[CH:11]=2)[CH:7]=[CH:8][CH:9]=1 |f:3.4,5.6|. Reported procedure: Benzyltriethylammonium chloride (0.00267 mol) and iodomethane (0.053 mol) were added to a solution of intermediate (74) (0.0267 mol) in concentrated sodium hydroxide (150 ml) and THF (150 ml). The mixture was stirred at room temperature for 4 hours and poured out into ice water. EtOAc was added. The organic layer was separated, washed with water, dried (MgSO4), filtered and the solvent was evaporated. The residue was crystallized from EtOAc/2-propanone. The precipitate was filtered off and dried... The reactants are C(C)(=O)S[C@H]1[C@@H](C(N1)=O)NC(C1=CC=CC=C1)(C1=CC=CC=C1)C1=CC=CC=C1 ((3R,4S)-4-acetylthio-3-tritylamino-2-oxoazetidine), C1C(C)O1 (propylene oxide), ClCC(=O)NC=1SC=C(N1)C(C(=O)O)=NOC (2-(2-chloroacetamidothiazol-4-yl)-2-methoxyiminoacetic acid), O.C1(=CC=C(C=C1)S(=O)(=O)O)C (p-toluenesulfonic acid monohydrate), O=C(OC(Cl)(Cl)Cl)Cl (diphosgene). Solvent: N1=CC=CC=C1 (pyridine), CN(C)C=O (DMF), C(C)N(CC)CC (triethylamine). Yields the product C(C)(=O)S[C@H]1[C@@H](C(N1)=O)NC(C(=NOC)C=1N=C(SC1)NC(CCl)=O)=O ((3R,4S)-4-acetylthio-3-[2-(2-chloroacetoamidothiazole-4-yl)-2-methoxyiminoacetoamido]-2-oxoazetidine). The yield is 65.3%. RXN SMILES: [C:1]([S:4][C@@H:5]1[NH:8][C:7](=[O:9])[C@H:6]1[NH:10]C(C1C=CC=CC=1)(C1C=CC=CC=1)C1C=CC=CC=1)(=[O:3])[CH3:2].O.C1(C)C=CC(S(O)(=O)=O)=CC=1.O=C(Cl)OC(Cl)(Cl)Cl.[Cl:50][CH2:51][C:52]([NH:54][C:55]1[S:56][CH:57]=[C:58]([C:60](=[N:64][O:65][CH3:66])[C:61]([OH:63])=O)[N:59]=1)=[O:53].C1OC1C>C(N(CC)CC)C.CN(C=O)C.N1C=CC=CC=1>[C:1]([S:4][C@@H:5]1[NH:8][C:7](=[O:9])[C@H:6]1[NH:10][C:61](=[O:63])[C:60]([C:58]1[N:59]=[C:55]([NH:54][C:52](=[O:53])[CH2:51][Cl:50])[S:56][CH:57]=1)=[N:64][O:65][CH3:66])(=[O:3])[CH3:2] |f:1.2|. Reported procedure: By employing 0.805 g of (3R,4S)-4-acetylthio-3-tritylamino-2-oxoazetidine, 0.437 g of p-toluenesulfonic acid monohydrate, 0.19 g of pyridine, and, 0.175 g of DMF, 0.144 ml of diphosgene, 0.61 g of 2-(2-chloroacetamidothiazol-4-yl)-2-methoxyiminoacetic acid, 0.243 g of triethylamine and 2 ml of propylene oxide, a procedure similar to Reference Example 38B is taken to give 0.548 g of (3R,4S)-4-acetylthio-3-[2-(2-chloroacetoamidothiazole-4-yl)-2-methoxyiminoacetoamido]-2-oxoazetidine. Starting materials: FC(S(=O)(=O)OC1=CC(=C(C=C1)CO)C(C)C)(F)F (4-hydroxymethyl-3-isopropyl-phenyl 1,1,1-trifluoro-methansulfonate), FC(S(=O)(=O)OC1=CC(=C(C=C1)CO)C(C)C)(F)F (4-hydroxymethyl-3-isopropyl-phenyl 1,1,1-trifluoro-methansulfonate), Cl[Si](C)(C)C(C)(C)C (chloro-tert-butyl-dimethylsilane), N1C=NC=C1 (imidazole), CN(C)C=O (DMF). The solvent is O (H2O). The product is EtOAc-hexanes, FC(S(=O)(=O)OC1=CC(=C(C=C1)O[Si](C)(C)C(C)(C)C)C(C)C)(F)F (4-(Tert-butyl-dimethyl-silanyloxamethyl)-3-isopropyl-phenyl 1,1,1-trifluoro-methansulfonate). Yield: 92.0%. RXN SMILES: [F:1][C:2]([F:19])([F:18])[S:3]([O:6][C:7]1[CH:12]=[CH:11][C:10](CO)=[C:9]([CH:15]([CH3:17])[CH3:16])[CH:8]=1)(=[O:5])=[O:4].Cl[Si:21]([C:24]([CH3:27])([CH3:26])[CH3:25])([CH3:23])[CH3:22].N1C=CN=C1.CN(C=[O:37])C>O>[F:19][C:2]([F:1])([F:18])[S:3]([O:6][C:7]1[CH:12]=[CH:11][C:10]([O:37][Si:21]([C:24]([CH3:27])([CH3:26])[CH3:25])([CH3:23])[CH3:22])=[C:9]([CH:15]([CH3:16])[CH3:17])[CH:8]=1)(=[O:4])=[O:5]. Reported procedure: A solution of 4-hydroxymethyl-3-isopropyl-phenyl 1,1,1-trifluoro-methansulfonate (Intermediate 149, 760.0 mg, 2.55 mmols), chloro-tert-butyl-dimethylsilane (470.0 mg, 3.18 mmols), and imidazole (225.0 mg, 3.25 mmols) in 6 mL DMF was stirred at 25° C. for 17 hours. The solution was diluted with H2O and extracted with Et2O and the combined organic layers were washed with 10% aqueous HCl, saturated aqueous NaHCO3, H2O, and saturated aqueous NaCl, and dried (MgSO4) before being concentrated under re... The reactants are polyamides, polycaprolactam, ester, NCCCCCC(=O)O (6-aminocaproic acid), diacid, C(CCCCC(=O)O)(=O)O.NCCCCCCN (adipic acid hexamethylene diamine), ester, C1(CCCCCN1)=O (caprolactam), amide, ester, diacid, diamine, dimethyl ester. The product is C1CCC(=O)NCC1.C(CCCN)CCN.C(CCC(=O)O)CC(=O)O (nylon 6/66). Reaction SMILES: [C:1]1(=[O:8])[NH:7][CH2:6][CH2:5][CH2:4][CH2:3][CH2:2]1.NCCCCCC(O)=O.[C:18]([OH:27])(=[O:26])[CH2:19][CH2:20][CH2:21][CH2:22][C:23]([OH:25])=[O:24].[NH2:28][CH2:29][CH2:30][CH2:31][CH2:32][CH2:33][CH2:34][NH2:35]>>[CH2:4]1[CH2:5][CH2:6][NH:7][C:1](=[O:8])[CH2:2][CH2:3]1.[CH2:32]([CH2:33][CH2:34][NH2:35])[CH2:31][CH2:30][CH2:29][NH2:28].[CH2:20]([CH2:19][C:18]([OH:27])=[O:26])[CH2:21][CH2:22][C:23]([OH:25])=[O:24] |f:2.3,4.5.6|. Procedure details: The low molecular weight polyamides are generally prepared by melt phase polymerization from a diacid-diamine complex which may be prepared either in situ or in a separate step. In either method, the diacid and diamine are used as starting materials. Alternatively, an ester form of the diacid may be used, preferably the dimethyl ester. If the ester is used, the reaction must be carried out a a relatively low temperature, generally 80° to 120° C., until the ester is converted to an amide. The mix... Reactants: C(C=C)(=O)OCC (ethyl acrylate), ON1C(C=2C(C1=O)=CC=CC2)=O (N-hydroxyphthalimide), OC(C(=O)OCC)CC(C)(C)O (ethyl 2,4-dihydroxy-4-methylpentanoate), O=O (oxygen). The reagents and catalysts are C(C)(=O)[O-].[Co+2].C(C)(=O)[O-] (cobalt(II) acetate). Run in C(C)#N (acetonitrile), CC(C)O (2-propanol). Product: OC1C(=O)OC(C1)(C)C (α-hydroxy-γ,γ-dimethyl-γ-butyrolactone). As a reaction SMILES: C(OCC)(=O)C=C.ON1C(=O)C2=CC=CC=C2C1=O.O=O.[OH:22][CH:23]([CH2:29][C:30]([OH:33])([CH3:32])[CH3:31])[C:24]([O:26]CC)=O>C([O-])(=O)C.[Co+2].C([O-])(=O)C.C(#N)C.CC(O)C>[OH:22][CH:23]1[CH2:29][C:30]([CH3:31])([CH3:32])[O:33][C:24]1=[O:26] |f:4.5.6|. Procedure: A mixture of 3 mmol of ethyl acrylate, 3 ml of 2-propanol, 0.6 mmol of N-hydroxyphthalimide, 0.015 mmol of cobalt(II) acetate, and 0.045 mmol of acetylacetonatocobalt(III), and 1 ml of acetonitrile was stirred at 50° C. in an oxygen atmosphere (1 atm) for 5 hours. A gas chromatographic analysis of products in a reaction mixture revealed that ethyl 2,4-dihydroxy-4-methylpentanoate and α-hydroxy-γ,γ-dimethyl-γ-butyrolactone were formed in yields of 35% and 35%, respectively. The conversion rate fr... Yields the product OC(CN(C(CCCCCCCCCCCCCCC)=O)CCCCCCCCCCCCCC)CO (N-(2,3-dihydroxypropyl)-N-tetradecylhexadecanamide). Reactants: OC(CNCCCCCCCCCCCCCC)CO (N-(2,3-dihydroxypropyl)-N-tetradecylamine), [OH-].[K+] (potassium hydroxide), C(CCCCCCCCCCCCCCC)(=O)OC (Methyl palmitate). Reported procedure: N-(2,3-dihydroxypropyl)-N-tetradecylamine (1.0 g, 0.0035 moles) and potassium hydroxide (0.01 g, 0.18 mmole) were heated to 85° C. under vacuum. Methyl palmitate (1.036 g, 0.0038 mole) was heated to melt and added dropwise to the reaction. The reaction was heated under vacuum for 6 hours. A waxy off-white solid was obtained (crude yield=1.77 g). The waxy solid was recrystalized from hot hexane (yield=0.33 g). RXN SMILES: [OH:1][CH:2]([CH2:19][OH:20])[CH2:3][NH:4][CH2:5][CH2:6][CH2:7][CH2:8][CH2:9][CH2:10][CH2:11][CH2:12][CH2:13][CH2:14][CH2:15][CH2:16][CH2:17][CH3:18].[OH-].[K+].[C:23]([O:40]C)(=O)[CH2:24][CH2:25][CH2:26][CH2:27][CH2:28][CH2:29][CH2:30][CH2:31][CH2:32][CH2:33][CH2:34][CH2:35][CH2:36][CH2:37][CH3:38]>>[OH:1][CH:2]([CH2:19][OH:20])[CH2:3][N:4]([CH2:5][CH2:6][CH2:7][CH2:8][CH2:9][CH2:10][CH2:11][CH2:12][CH2:13][CH2:14][CH2:15][CH2:16][CH2:17][CH3:18])[C:23](=[O:40])[CH2:24][CH2:25][CH2:26][CH2:27][CH2:28][CH2:29][CH2:30][CH2:31][CH2:32][CH2:33][CH2:34][CH2:35][CH2:36][CH2:37][CH3:38] |f:1.2|.